This data is from the Open Reaction Database (ORD), a public repository of structured organic reaction records. The task is: describe an organic reaction: reactants, conditions, products, and yield Reactants: N#Cc1ccc2cc(Oc3ccc([N+](=O)[O-])cc3Br)ccc2c1, Cc1ccccc1, CCO, O=Cc1ccccc1B(O)O, [Na+], [Na+], O=C([O-])[O-], O, c1ccc(P(c2ccccc2)(c2ccccc2)[Pd](P(c2ccccc2)(c2ccccc2)c2ccccc2)(P(c2ccccc2)(c2ccccc2)c2ccccc2)P(c2ccccc2)(c2ccccc2)c2ccccc2)cc1. The product is N#Cc1ccc2cc(Oc3ccc([N+](=O)[O-])cc3-c3ccccc3C=O)ccc2c1. RXN SMILES: [Br:1][c:2]1[cH:3][c:4]([N+:21](=[O:22])[O-:23])[cH:5][cH:6][c:7]1[O:8][c:9]1[cH:10][c:11]2[cH:12][cH:13][c:14]([C:19]#[N:20])[cH:15][c:16]2[cH:17][cH:18]1.[CH3:35][c:36]1[cH:37][cH:38][cH:39][cH:40][cH:41]1.[CH3:42][CH2:43][OH:44].[CH:24](=[O:25])[c:26]1[c:27]([B:32]([OH:33])[OH:34])[cH:28][cH:29][cH:30][cH:31]1.[Na+:45].[Na+:46].[O-:47][C:48](=[O:49])[O-:50].[OH2:128].[cH:51]1[cH:52][cH:53][c:54]([P:55]([Pd:56]([P:57]([c:58]2[cH:59][cH:60][cH:61][cH:62][cH:63]2)([c:64]2[cH:65][cH:66][cH:67][cH:68][cH:69]2)[c:70]2[cH:71][cH:72][cH:73][cH:74][cH:75]2)([P:76]([c:77]2[cH:78][cH:79][cH:80][cH:81][cH:82]2)([c:83]2[cH:84][cH:85][cH:86][cH:87][cH:88]2)[c:89]2[cH:90][cH:91][cH:92][cH:93][cH:94]2)[P:95]([c:96]2[cH:97][cH:98][cH:99][cH:100][cH:101]2)([c:102]2[cH:103][cH:104][cH:105][cH:106][cH:107]2)[c:108]2[cH:109][cH:110][cH:111][cH:112][cH:113]2)([c:114]2[cH:115][cH:116][cH:117][cH:118][cH:119]2)[c:120]2[cH:121][cH:122][cH:123][cH:124][cH:125]2)[cH:126][cH:127]1>>[c:2]1(-[c:27]2[c:26]([CH:24]=[O:25])[cH:31][cH:30][cH:29][cH:28]2)[cH:3][c:4]([N+:21](=[O:22])[O-:23])[cH:5][cH:6][c:7]1[O:8][c:9]1[cH:10][c:11]2[cH:12][cH:13][c:14]([C:19]#[N:20])[cH:15][c:16]2[cH:17][cH:18]1. The reactants are FF (fluorine), C(OC)COC (dimethoxyethane), C1(=CC=CC=C1)[Si](Cl)(Cl)C1=CC=CC=C1 (diphenyldichlorosilane), C(CCC)[Li] (butyllithium). Solvent: C1(=CC=CC=C1)C (toluene), C1(=CC=CC=C1)C (toluene), CCCCCCC (heptane). Reaction conditions: temperature 50 celsius, time 2 hour. The product is Cl[Si](C1C2=CC=CC=C2C=2C=CC=CC12)(C1=CC=CC=C1)C1=CC=CC=C1 (Chlorodiphenyl-1-(9-fluorenyl)silane). RXN SMILES: FF.[CH2:3]([CH2:6]OC)OC.[CH2:9]([Li])[CH2:10][CH2:11][CH3:12].[C:14]1([Si:20]([C:23]2[CH:28]=[CH:27][CH:26]=[CH:25][CH:24]=2)([Cl:22])Cl)[CH:19]=[CH:18][CH:17]=[CH:16][CH:15]=1>C1(C)C=CC=CC=1.CCCCCCC>[Cl:22][Si:20]([C:6]1[CH:3]=[CH:16][CH:15]=[CH:14][CH:19]=1)([C:23]1[CH:24]=[CH:25][CH:26]=[CH:27][CH:28]=1)[CH:14]1[C:16]2[CH:15]=[CH:28][CH:23]=[CH:24][C:17]=2[C:18]2[C:19]1=[CH:9][CH:10]=[CH:11][CH:12]=2. Procedure details: 80 g (0.48 mol) of fluorine and 160 ml of toluene/12.8 ml (0.12 mol) of dimethoxyethane (DME) were placed in a reaction vessel and admixed with 182 ml (0.48 mol) of a 20% strength solution of butyllithium in toluene. The suspension was stirred for another 2 hours at 50° C. The suspension was diluted with 800 ml of heptane, cooled to −10° C. and 182 g (0.72 mol) of diphenyldichlorosilane were added all at once to the suspension. Starting materials: CC(C)=O, CC1(C)COC2(CCC(CC(C(=O)O)c3ccc(S(=O)(=O)C4CC4)c(C4CC4)c3)C2)OC1, Cl. Product: O=C1CCC(CC(C(=O)O)c2ccc(S(=O)(=O)C3CC3)c(C3CC3)c2)C1. As a reaction SMILES: [CH3:34][C:35](=[O:36])[CH3:37].[CH:1]1([c:4]2[cH:5][c:6]([CH:16]([C:17](=[O:18])[OH:19])[CH2:20][CH:21]3[CH2:22][C:23]4([CH2:24][CH2:25]3)[O:26][CH2:32][C:29]([CH3:30])([CH3:31])[CH2:28][O:27]4)[cH:7][cH:8][c:9]2[S:10](=[O:11])(=[O:12])[CH:13]2[CH2:14][CH2:15]2)[CH2:2][CH2:3]1.[ClH:33]>>[CH:1]1([c:4]2[cH:5][c:6]([CH:16]([C:17](=[O:18])[OH:19])[CH2:20][CH:21]3[CH2:22][C:23](=[O:26])[CH2:24][CH2:25]3)[cH:7][cH:8][c:9]2[S:10](=[O:11])(=[O:12])[CH:13]2[CH2:14][CH2:15]2)[CH2:2][CH2:3]1. Reagents/catalysts: [Cu] (copper). Product: CC1=C(C=CC=C1C)SC (2,3-dimethylthioanisole). Reported procedure: 355 g (3.44 mol) of tert-butyl nitrite and 250 g of copper powder (3.9 mol) are initially charged in 1250 ml of dimethyl disulfide, and a solution of 250 g (2.07 mol) of 2,3-dimethylaniline in 1000 ml of dimethyl disulfide is added dropwise at 50-52° C. The mixture is subsequently stirred at 75-80° C. for 1.5 hours. For work-up, the mixture is cooled, filtered off with suction through kieselguhr, and the filtrate is washed with saturated aqueous NaHCO3 solution. For the purification of the produ... Reactants: N(=O)OC(C)(C)C (tert-butyl nitrite), CSSC (dimethyl disulfide), CC1=C(N)C=CC=C1C (2,3-dimethylaniline), CSSC (dimethyl disulfide). Conditions: temperature 77.5 celsius, time 1.5 hour. As a reaction SMILES: N(OC(C)(C)C)=O.[CH3:8][C:9]1[C:15]([CH3:16])=[CH:14][CH:13]=[CH:12][C:10]=1N.[CH3:17][S:18]SC>[Cu]>[CH3:8][C:9]1[C:15]([CH3:16])=[CH:14][CH:13]=[CH:12][C:10]=1[S:18][CH3:17]. The reactants are [OH-].[Na+] (sodium hydroxide), [N+](=O)([O-])C1=CC=C(COC(=O)N2[C@@H](C[C@H](C2)OC(C2=CC=CC=C2)=O)CNC(=O)NC(C(Cl)(Cl)Cl)=O)C=C1 ((2S,4R)-1-(p-Nitrobenzyloxycarbonyl)-2-trichloroacetylaminocarbonylaminomethyl-4-benzoyloxypyrrolidine), Cl (Hydrochloric acid). Solvent: CO (methanol). Run at time 1.5 hour. Yields the product [N+](=O)([O-])C1=CC=C(COC(=O)N2[C@@H](C[C@H](C2)O)CNC(=O)N)C=C1 ((2S,4R)-1-(p-nitrobenzyloxycarbonyl)-2-aminocarbonylaminomethyl-4-hydroxypyrrolidine). RXN SMILES: [N+:1]([C:4]1[CH:38]=[CH:37][C:7]([CH2:8][O:9][C:10]([N:12]2[CH2:16][C@H:15]([O:17]C(=O)C3C=CC=CC=3)[CH2:14][C@H:13]2[CH2:26][NH:27][C:28]([NH:30]C(=O)C(Cl)(Cl)Cl)=[O:29])=[O:11])=[CH:6][CH:5]=1)([O-:3])=[O:2].[OH-].[Na+].Cl>CO>[N+:1]([C:4]1[CH:5]=[CH:6][C:7]([CH2:8][O:9][C:10]([N:12]2[CH2:16][C@H:15]([OH:17])[CH2:14][C@H:13]2[CH2:26][NH:27][C:28]([NH2:30])=[O:29])=[O:11])=[CH:37][CH:38]=1)([O-:3])=[O:2] |f:1.2|. Procedure: (2S,4R)-1-(p-Nitrobenzyloxycarbonyl)-2-trichloroacetylaminocarbonylaminomethyl-4-benzoyloxypyrrolidine (431 mg) was dissolved in 10 ml of methanol, and 1.48 ml of 1N sodium hydroxide solution was added thereto, followed by stirring at room temperature for 1.5 hours. 1N Hydrochloric acid (1.48 ml) was added thereto, followed by concentration to remove methanol. The residue was diluted with methylene chloride, washed with water, dried over anhydrous sodium sulfate and distilled to remove the solve... Starting materials: C[C@@H]1CC[C@H](CC1)NC(C=CC1=CC(=C(C=C1)OCCCCCN(C)C)OC)=O (N-(trans-4-methylcyclohexyl)-4-(5-dimethylaminopentyloxy)-3-methoxycinnamamide). The reagents and catalysts are [C].[Pd] (palladium-carbon). The solvent is CO (methanol). Yields the product C[C@@H]1CC[C@H](CC1)NC(CCC1=CC(=C(C=C1)OCCCCCN(C)C)OC)=O (N-(trans-4-methylcyclohexyl)-3-[4-(5-dimethylaminopentyloxy)-3-methoxyphenyl]propionamide). Isolated yield 86.2%. RXN SMILES: [CH3:1][C@H:2]1[CH2:7][CH2:6][C@H:5]([NH:8][C:9](=[O:29])[CH:10]=[CH:11][C:12]2[CH:17]=[CH:16][C:15]([O:18][CH2:19][CH2:20][CH2:21][CH2:22][CH2:23][N:24]([CH3:26])[CH3:25])=[C:14]([O:27][CH3:28])[CH:13]=2)[CH2:4][CH2:3]1>[C].[Pd].CO>[CH3:1][C@H:2]1[CH2:3][CH2:4][C@H:5]([NH:8][C:9](=[O:29])[CH2:10][CH2:11][C:12]2[CH:17]=[CH:16][C:15]([O:18][CH2:19][CH2:20][CH2:21][CH2:22][CH2:23][N:24]([CH3:26])[CH3:25])=[C:14]([O:27][CH3:28])[CH:13]=2)[CH2:6][CH2:7]1 |f:1.2|. Procedure: Using 1.5 g of N-(trans-4-methylcyclohexyl)-4-(5-dimethylaminopentyloxy)-3-methoxycinnamamide (Example 135), 0.075 g of 10% palladium-carbon, and 100 ml of methanol, a reaction similar to that conducted in Example 147 was carried out. The product obtained was recrystallized from methylene chloride/ether, yielding 1.3 g of N-(trans-4-methylcyclohexyl)-3-[4-(5-dimethylaminopentyloxy)-3-methoxyphenyl]propionamide (a compound of the present invention) as light-greenish white crystal, which had had t... The reactants are Cl (Hydrochloric acid), C(CCC)[Li] (n-Butyl lithium), FC=1C=C(C=CC1)OC (3-fluoroanisole), C(C)=O (acetaldehyde). The solvent is O1CCCC1 (tetrahydrofuran). Run at time 1 hour. Product: FC1=C(C(=CC=C1)OC)C(O)C (2-Fluoro-6-methoxy-α-methyl benzenemethanol). As a reaction SMILES: C([Li])CCC.[F:6][C:7]1[CH:8]=[C:9]([O:13][CH3:14])[CH:10]=[CH:11][CH:12]=1.[CH:15](=[O:17])[CH3:16].Cl>O1CCCC1>[F:6][C:7]1[CH:12]=[CH:11][CH:10]=[C:9]([O:13][CH3:14])[C:8]=1[CH:15]([CH3:16])[OH:17]. Procedure details: n-Butyl lithium (3.9 mls of 1.14M in hexane) was added dropwise to a solution of 3-fluoroanisole (0.45 mls) in dry tetrahydrofuran (10 mls) at -75° under nitrogen. The solution was kept at -75° for 1 hour, and then acetaldehyde (0.68 mls) was added dropwise and the mixture allowed to warm up. 2M Hydrochloric acid (20 mls) was added, the mixture was extracted with ether, the organic solution was dried (MgSO4) and the solvent was evaporated. The product was distilled to give the title compound as ...